Dataset: the Open Reaction Database (ORD), a public repository of structured organic reaction records. Task: describe an organic reaction: reactants, conditions, products, and yield Starting materials: FC1=C(C(=CC=C1O)F)NC(C1=C(C(=CC(=C1)C1=CC(=CC=C1)F)C)OC)=O (N-(2,6-difluoro-3-hydroxy-phenyl)-5-(3-fluorophenyl)-2-methoxy-3-methyl-benzamide). The solvent is C1CCOC1 (THF), C1CCOC1 (THF). Conditions: temperature 60 celsius. Yields the product FC1=C(C=CC(=C1NCC1=C(C(=CC(=C1)C1=CC(=CC=C1)F)C)OC)F)O (2,4-Difluoro-3-[[5-(3-fluorophenyl)-2-methoxy-3-methyl-phenyl]methylamino]phenol). Yield: 32.3%. RXN SMILES: [F:1][C:2]1[C:7]([OH:8])=[CH:6][CH:5]=[C:4]([F:9])[C:3]=1[NH:10][C:11](=O)[C:12]1[CH:17]=[C:16]([C:18]2[CH:23]=[CH:22][CH:21]=[C:20]([F:24])[CH:19]=2)[CH:15]=[C:14]([CH3:25])[C:13]=1[O:26][CH3:27]>C1COCC1>[F:1][C:2]1[C:3]([NH:10][CH2:11][C:12]2[CH:17]=[C:16]([C:18]3[CH:23]=[CH:22][CH:21]=[C:20]([F:24])[CH:19]=3)[CH:15]=[C:14]([CH3:25])[C:13]=2[O:26][CH3:27])=[C:4]([F:9])[CH:5]=[CH:6][C:7]=1[OH:8]. Procedure: To a solution of N-(2,6-difluoro-3-hydroxy-phenyl)-5-(3-fluorophenyl)-2-methoxy-3-methyl-benzamide (150 mg, 0.39 mmol, 1.0 eq) in THF (3 mL) at 0° C. was added a solution of BH3 (1M in THF, 2.32 mL, 2.32 mmol, 5.9 eq). The reaction was heated at 60° C. overnight, then quenched by addition of water. The aqueous layer was extracted with EtOAc and the organic extract was washed with 5% Na2CO3, water and brine, dried (Na2SO4), filtered and evaporated in vacuo. The crude residue was purified by colum... Run in O (water). Procedure details: 4-hydroxy-6-methyl-2-pyrone (0.2 mol, 25.2 g) and benzylamine (0.2 mol, 21.4 g) were added to water (800 mL) and heated to reflux with stirring for 2 hours. After cooling to room temperature, a light brown solid was collected by filtration. (33.4 g, 77%): 1H NMR (DMSO-d6/300 MHz) δ: 10.5 (s, 1H), 7.4-7.1 (m, 5H), 5.8-5.6 (m, 2H), 5.2 (s, 2H), 5.1 (s, 2H), 2.2 (s, 3H). ES HRMS m/z 216.100 (M+H, C12H13NO2 requires 216.102). RXN SMILES: [OH:1][C:2]1[CH:7]=[C:6]([CH3:8])O[C:4](=[O:9])[CH:3]=1.[CH2:10]([NH2:17])[C:11]1[CH:16]=[CH:15][CH:14]=[CH:13][CH:12]=1>O>[CH2:10]([N:17]1[C:6]([CH3:8])=[CH:7][C:2]([OH:1])=[CH:3][C:4]1=[O:9])[C:11]1[CH:16]=[CH:15][CH:14]=[CH:13][CH:12]=1. Starting materials: OC1=CC(OC(=C1)C)=O (4-hydroxy-6-methyl-2-pyrone), C(C1=CC=CC=C1)N (benzylamine). Conditions: time 2 hour. Product: C(C1=CC=CC=C1)N1C(C=C(C=C1C)O)=O (1-benzyl-4-hydroxy-6-methylpyridin-2(1H)-one). Starting materials: [BH4-], CO, COc1ccc(C=Cc2ccc(F)cc2C=O)cc1, [Na+]. Yields the product COc1ccc(C=Cc2ccc(F)cc2CO)cc1. Reaction SMILES: [BH4-:1].[CH3:22][OH:23].[F:3][c:4]1[cH:5][cH:6][c:7]([CH:12]=[CH:13][c:14]2[cH:15][cH:16][c:17]([O:20][CH3:21])[cH:18][cH:19]2)[c:8]([CH:9]=[O:10])[cH:11]1.[Na+:2]>>[F:3][c:4]1[cH:5][cH:6][c:7]([CH:12]=[CH:13][c:14]2[cH:15][cH:16][c:17]([O:20][CH3:21])[cH:18][cH:19]2)[c:8]([CH2:9][OH:10])[cH:11]1. The reactants are C[Si](CCOCN(C1=CC(=NC=2N1N=CC2C=2C=NC1=CC=CC=C1C2)C2CCC(N(C2)C(=O)OC(C)(C)C)C(=O)OC(C)(C)C)COCC[Si](C)(C)C)(C)C (Di-tert-butyl 5-(7-(bis((2-(trimethylsilyl)ethoxy)methyl)amino)-3-(quinolin-3-yl)pyrazolo[1,5-a]pyrimidin-5-yl)piperidine-1,2-dicarboxylate), Cl (hydrochloride). Solvent: C(C)O (ethanol). Yields the product NC1=CC(=NC=2N1N=CC2C=2C=NC1=CC=CC=C1C2)C2CCC(NC2)C(=O)O (5-(7-amino-3-(quinolin-3-yl)pyrazolo[1,5-a]pyrimidin-5-yl)piperidine-2-carboxylic acid). Yield: 44.1%. Reaction SMILES: C[Si](C)(C)CCOC[N:7](COCC[Si](C)(C)C)[C:8]1[N:13]2[N:14]=[CH:15][C:16]([C:17]3[CH:18]=[N:19][C:20]4[C:25]([CH:26]=3)=[CH:24][CH:23]=[CH:22][CH:21]=4)=[C:12]2[N:11]=[C:10]([CH:27]2[CH2:32][N:31](C(OC(C)(C)C)=O)[CH:30]([C:40]([O:42]C(C)(C)C)=[O:41])[CH2:29][CH2:28]2)[CH:9]=1.Cl>C(O)C>[NH2:7][C:8]1[N:13]2[N:14]=[CH:15][C:16]([C:17]3[CH:18]=[N:19][C:20]4[C:25]([CH:26]=3)=[CH:24][CH:23]=[CH:22][CH:21]=4)=[C:12]2[N:11]=[C:10]([CH:27]2[CH2:32][NH:31][CH:30]([C:40]([OH:42])=[O:41])[CH2:29][CH2:28]2)[CH:9]=1. Procedure details: Di-tert-butyl 5-(7-(bis((2-(trimethylsilyl)ethoxy)methyl)amino)-3-(quinolin-3-yl)pyrazolo[1,5-a]pyrimidin-5-yl)piperidine-1,2-dicarboxylate (45 mg, 0.056 mmol) was dissolved in ethanol (1 ml) and treated with 3N hydrochloride solution (1.4 ml) at 65° C. for 4 h. The reaction solution was concentrated and purified by prep-LC to afford the title compound (9.6 mg): LC/MS RT=2.01 min. Mass calculated for, M+H 389.17, observed 389.17.